From a dataset of the Open Reaction Database (ORD), a public repository of structured organic reaction records. describe an organic reaction: reactants, conditions, products, and yield Reactants: FC=1C=C(C=C(C1)C1(CNCC1)OC)SC1=CC=C(C=C1)C1(OCCO1)C (3-{5-fluoro-3-[4-(2-methyl-1,3-dioxolan-2-yl)phenylthio]phenyl}-3-methoxypyrrolidine), FC(C(=O)OCC)(F)F (ethyl trifluoroacetate). Yields the product FC=1C=C(C=C(C1)C1(CN(CC1)C(C(F)(F)F)=O)OC)SC1=CC=C(C=C1)C1(OCCO1)C (3-{5-fluoro-3-[4-(2-methyl-1,3-dioxolan-2-yl)phenylthio]phenyl}-3-methoxy-1-(trifluoroacetyl)pyrrolidine). The yield is 58.0%. As a reaction SMILES: [F:1][C:2]1[CH:3]=[C:4]([S:15][C:16]2[CH:21]=[CH:20][C:19]([C:22]3([CH3:27])[O:26][CH2:25][CH2:24][O:23]3)=[CH:18][CH:17]=2)[CH:5]=[C:6]([C:8]2([O:13][CH3:14])[CH2:12][CH2:11][NH:10][CH2:9]2)[CH:7]=1.[F:28][C:29]([F:36])([F:35])[C:30](OCC)=[O:31]>>[F:1][C:2]1[CH:3]=[C:4]([S:15][C:16]2[CH:17]=[CH:18][C:19]([C:22]3([CH3:27])[O:23][CH2:24][CH2:25][O:26]3)=[CH:20][CH:21]=2)[CH:5]=[C:6]([C:8]2([O:13][CH3:14])[CH2:12][CH2:11][N:10]([C:30](=[O:31])[C:29]([F:36])([F:35])[F:28])[CH2:9]2)[CH:7]=1. Procedure: Using an analogous procedure to that described in the third paragraph of the portion of Example 5 which is concerned with the preparation of starting materials, 3-{5-fluoro-3-[4-(2-methyl-1,3-dioxolan-2-yl)phenylthio]phenyl}-3-methoxypyrrolidine was reacted with ethyl trifluoroacetate to give 3-{5-fluoro-3-[4-(2-methyl-1,3-dioxolan-2-yl)phenylthio]phenyl}-3-methoxy-1-(trifluoroacetyl)pyrrolidine as a gum in 58% yield. Starting materials: C(C)OC(=O)C=1C(=NC(=NC1)C1=CC=CC=C1)NC1=C(C=CC=C1)NC (5-ethoxycarbonyl-4-(2-methylaminoanilino)-2-phenylpyrimidine), [Na] (sodium), C(C)(=O)O (acetic acid), O (water). The solvent is C(C)O (ethanol). Run at time 30 minute. Product: CN1C(C2=C(NC3=C1C=CC=C3)N=C(N=C2)C2=CC=CC=C2)=O (6-Methyl-2-phenyl-5,6-dihydropyrimido[4,5-b][1,5]benzodiazepin-5-one). Reaction SMILES: C([O:3][C:4]([C:6]1[C:7]([NH:18][C:19]2[CH:24]=[CH:23][CH:22]=[CH:21][C:20]=2[NH:25][CH3:26])=[N:8][C:9]([C:12]2[CH:17]=[CH:16][CH:15]=[CH:14][CH:13]=2)=[N:10][CH:11]=1)=O)C.[Na].C(O)(=O)C.O>C(O)C>[CH3:26][N:25]1[C:20]2[CH:21]=[CH:22][CH:23]=[CH:24][C:19]=2[NH:18][C:7]2[N:8]=[C:9]([C:12]3[CH:13]=[CH:14][CH:15]=[CH:16][CH:17]=3)[N:10]=[CH:11][C:6]=2[C:4]1=[O:3] |^1:26|. Procedure: 34.8 g (0.1 mol) of 5-ethoxycarbonyl-4-(2-methylaminoanilino)-2-phenylpyrimidine are added to a freshly prepared, hot solution of 6.8 g (0.296 mol) of sodium in 99 ml of absolute ethanol, while stirring. The orange-colored suspension which has been formed thereby is heated for a further 30 minutes under reflux and is allowed to cool; 19.7 ml of glacial acetic acid and 19.4 ml of water are added and the mixture is stirred for a further 30 minutes. The yellow precipitate is filtered off, washed wi...